This data is from the Open Reaction Database (ORD), a public repository of structured organic reaction records. The task is: describe an organic reaction: reactants, conditions, products, and yield Reactants: [BH4-], COC(=O)c1cc(OCc2c(-c3ccc(F)cc3)noc2C=O)no1, CO, [Li+], O=C(O)CC(O)(CC(=O)O)C(=O)O. The product is COC(=O)c1cc(OCc2c(-c3ccc(F)cc3)noc2CO)no1. As a reaction SMILES: [BH4-:1].[CH3:3][O:4][C:5](=[O:6])[c:7]1[cH:8][c:9]([O:12][CH2:13][c:14]2[c:15](-[c:21]3[cH:22][cH:23][c:24]([F:27])[cH:25][cH:26]3)[n:16][o:17][c:18]2[CH:19]=[O:20])[n:10][o:11]1.[CH3:41][OH:42].[Li+:2].[OH:28][C:29]([CH2:30][C:31]([C:32](=[O:33])[OH:34])([CH2:35][C:36](=[O:37])[OH:38])[OH:39])=[O:40]>>[CH3:3][O:4][C:5](=[O:6])[c:7]1[cH:8][c:9]([O:12][CH2:13][c:14]2[c:15](-[c:21]3[cH:22][cH:23][c:24]([F:27])[cH:25][cH:26]3)[n:16][o:17][c:18]2[CH2:19][OH:20])[n:10][o:11]1. The reactants are CCOC(=O)c1ccc(OC)nc1C(C)=O, CO, [Li+], [OH-], O, O. Product: COc1ccc(C(=O)O)c(C(C)=O)n1. Reaction SMILES: [C:1]([CH3:2])(=[O:3])[c:4]1[c:5]([C:6](=[O:7])[O:8][CH2:9][CH3:10])[cH:11][cH:12][c:13]([O:15][CH3:16])[n:14]1.[CH3:20][OH:21].[Li+:19].[OH-:18].[OH2:17].[OH2:22]>>[C:1]([CH3:2])(=[O:3])[c:4]1[c:5]([C:6](=[O:7])[OH:8])[cH:11][cH:12][c:13]([O:15][CH3:16])[n:14]1. Starting materials: ( 39 ), C(C)OC(=O)C=1C(=C2C(=NC1Cl)SC=C2)Cl (4,6-dichloro-thieno[2,3-b]pyrdine-5-carboxylic acid ethyl ester), [O-]CC.[Na+] (sodium ethoxide), ( 41 ), C(C)OC(=O)C=1C(=C2C(=NC1Cl)SC=C2)Cl (4,6-dichloro-thieno[2,3-b]pyrdine-5-carboxylic acid ethyl ester), C(C)OC(=O)C1=C(C2=C(NC1=O)SC=C2)O (4-hydroxy-6-oxo-6,7-dihydro-thieno[2,3-b]pyridine-5-carboxylic acid ethyl ester), ( 40 ), ( 41 ). The product is C(C)OC(=O)C1=C(C2=C(NC1=O)SC=C2)Cl (4-chloro-6-oxo-6,7-dihydro-thieno[2,3-b]pyridine-5-carboxylic acid ethyl ester). As a reaction SMILES: [CH2:1]([O:3][C:4]([C:6]1[C:11](=[O:12])[NH:10][C:9]2[S:13][CH:14]=[CH:15][C:8]=2[C:7]=1O)=[O:5])[CH3:2].[O-]CC.[Na+].C(OC(C1C(Cl)=C2C=CSC2=NC=1[Cl:32])=O)C>>[CH2:1]([O:3][C:4]([C:6]1[C:11](=[O:12])[NH:10][C:9]2[S:13][CH:14]=[CH:15][C:8]=2[C:7]=1[Cl:32])=[O:5])[CH3:2] |f:1.2|. Procedure details: A preferred intermediate in the preparation of compounds of structure (III) is 4-chloro-6-oxo-6,7-dihydro-thieno[2,3-b]pyridine-5-carboxylic acid ethyl ester, depicted by formula (42) below. To prepare this intermediate, methyl-2-amino-thiophene-3-carboxylate was reacted with ethylmalonyl chloride to yield intermediate 2-(2-ethoxycarbonyl-acetylamino)-thiophene-3-carboxylic acid methyl ester, depicted by formula (39). This intermediate was converted to 4-hydroxy-6-oxo-6,7-dihydro-thieno[2,3-b]py... As a reaction SMILES: ClS([N:5]=[C:6]=[O:7])(=O)=O.[CH3:8][C:9]1[CH:14]=[C:13]([C:15]([F:18])([F:17])[F:16])[N:12]=[C:11]([NH:19][C:20]2[CH:25]=[CH:24][CH:23]=[CH:22][C:21]=2[C:26]([F:29])([F:28])[F:27])[N:10]=1>C(OCC)(=O)C>[CH3:8][C:9]1[CH:14]=[C:13]([C:15]([F:17])([F:18])[F:16])[N:12]=[C:11]([N:19]([C:20]2[CH:25]=[CH:24][CH:23]=[CH:22][C:21]=2[C:26]([F:27])([F:29])[F:28])[C:6]([NH2:5])=[O:7])[N:10]=1. The solvent is C(C)(=O)OCC (ethyl acetate), C(C)(=O)OCC (ethyl acetate). The yield is 83.7%. Run at temperature 3 celsius, time 2 hour. Procedure details: At 3° C., 3.6 g (0.026 mole) of chlorosulfonyl isocyanate are added to a solution of 6.4 g (0.02 mole) of N-(4-methyl-6-trifluoromethyl-pyrimidin-2-yl)-2-trifluoromethylaniline in 100 ml of ethyl acetate. After stirring the batch for 2 hours at 3° C., 100 ml of ethyl acetate and 50 ml of ice-water are added. The aqueous phase is separated off, and the organic phase is washed with sodium chloride solution, dried with sodium sulfate and concentrated by evaporation in a rotary evaporator. The cryst... Yields the product CC1=NC(=NC(=C1)C(F)(F)F)N(C(=O)N)C1=C(C=CC=C1)C(F)(F)F (N-(4-methyl-6-trifluoromethyl-pyrimidin-2-yl)-N-(2-trifluoromethylphenyl)-urea). The reactants are ice water, ClS(=O)(=O)N=C=O (chlorosulfonyl isocyanate), CC1=NC(=NC(=C1)C(F)(F)F)NC1=C(C=CC=C1)C(F)(F)F (N-(4-methyl-6-trifluoromethyl-pyrimidin-2-yl)-2-trifluoromethylaniline). The reactants are N[C@@H](CCN1CCC(CC1)C=1C=C(C=CC1)NC(C(C)C)=O)C1=CC=CC=C1 (N-(3-{1-((3S)-3-amino-3-phenylpropyl]-4-piperidinyl}phenyl)-2-methylpropanamide), ClC1=C2C(=NC=C1C(=O)Cl)N(N=C2C)C (4-chloro-1,3-dimethyl-1H-pyrazolo[3,4-b]pyridine-5-carbonyl chloride). The product is ClC1=C2C(=NC=C1C(=O)N[C@@H](CCN1CCC(CC1)C1=CC(=CC=C1)NC(C(C)C)=O)C1=CC=CC=C1)N(N=C2C)C (4-CHLORO-N-((1S)-3-{4-[3-(ISOBUTYRYLAMINO)PHENYL]-1-PIPERIDINYL}-1-PHENYLPROPYL)-1,3-DIMETHYL-1H-PYRAZOLO[3,4-B]PYRIDINE-5-CARBOXAMIDE). Reaction SMILES: [NH2:1][C@H:2]([C:23]1[CH:28]=[CH:27][CH:26]=[CH:25][CH:24]=1)[CH2:3][CH2:4][N:5]1[CH2:10][CH2:9][CH:8]([C:11]2[CH:12]=[C:13]([NH:17][C:18](=[O:22])[CH:19]([CH3:21])[CH3:20])[CH:14]=[CH:15][CH:16]=2)[CH2:7][CH2:6]1.[Cl:29][C:30]1[C:35]([C:36](Cl)=[O:37])=[CH:34][N:33]=[C:32]2[N:39]([CH3:43])[N:40]=[C:41]([CH3:42])[C:31]=12>>[Cl:29][C:30]1[C:35]([C:36]([NH:1][C@H:2]([C:23]2[CH:24]=[CH:25][CH:26]=[CH:27][CH:28]=2)[CH2:3][CH2:4][N:5]2[CH2:10][CH2:9][CH:8]([C:11]3[CH:16]=[CH:15][CH:14]=[C:13]([NH:17][C:18](=[O:22])[CH:19]([CH3:21])[CH3:20])[CH:12]=3)[CH2:7][CH2:6]2)=[O:37])=[CH:34][N:33]=[C:32]2[N:39]([CH3:43])[N:40]=[C:41]([CH3:42])[C:31]=12. Reported procedure: Prepared by Procedure Q1 and Scheme AC using N-(3-{1-((3S)-3-amino-3-phenylpropyl]-4-piperidinyl}phenyl)-2-methylpropanamide and 4-chloro-1,3-dimethyl-1H-pyrazolo[3,4-b]pyridine-5-carbonyl chloride: ESMS m/e: 587.3 (M+H)+.